From a dataset of the Open Reaction Database (ORD), a public repository of structured organic reaction records. describe an organic reaction: reactants, conditions, products, and yield Reactants: CC(=O)O, CC(=O)OC(C)=O, Cc1ccc2[nH]ccc2c1, [Na+], [OH-], C=CC(=O)O. Yields the product Cc1ccc2[nH]cc(CCC(=O)O)c2c1. As a reaction SMILES: [CH3:18][C:19](=[O:20])[OH:21].[CH3:22][C:23]([O:24][C:25](=[O:26])[CH3:27])=[O:28].[CH3:6][c:7]1[cH:8][c:9]2[cH:10][cH:11][nH:12][c:13]2[cH:14][cH:15]1.[Na+:17].[OH-:16].[OH:1][C:2](=[O:3])[CH:4]=[CH2:5]>>[OH:1][C:2](=[O:3])[CH2:4][CH2:5][c:10]1[c:9]2[cH:8][c:7]([CH3:6])[cH:15][cH:14][c:13]2[nH:12][cH:11]1.